Task: describe an organic reaction: reactants, conditions, products, and yield. Dataset: the Open Reaction Database (ORD), a public repository of structured organic reaction records The reactants are ClC1=CC2=C(NC(=NS2(=O)=O)SC)C=C1 (7-chloro-3-methylsulfanyl-4H-1,2,4-benzothiadiazine 1,1-dioxide), C([O-])([O-])=O.[K+].[K+] (potassium carbonate), CI (methyl iodide). The solvent is C(C)#N (acetonitrile), CO (methanol). The product is ClC1=CC2=C(N(C(=NS2(=O)=O)SC)C)C=C1 (7-Chloro-4-methyl-3-methylsulfanyl-4H-1,2,4-benzothiadiazine 1,1-dioxide). As a reaction SMILES: [Cl:1][C:2]1[CH:15]=[CH:14][C:5]2[NH:6][C:7]([S:12][CH3:13])=[N:8][S:9](=[O:11])(=[O:10])[C:4]=2[CH:3]=1.[C:16](=O)([O-])[O-].[K+].[K+].CI>C(#N)C.CO>[Cl:1][C:2]1[CH:15]=[CH:14][C:5]2[N:6]([CH3:16])[C:7]([S:12][CH3:13])=[N:8][S:9](=[O:11])(=[O:10])[C:4]=2[CH:3]=1 |f:1.2.3|. Reported procedure: A solution of 7-chloro-3-methylsulfanyl-4H-1,2,4-benzothiadiazine 1,1-dioxide (0.8 g) in acetonitrile (24 mL) and methanol (0.5 mL) was supplemented with potassium carbonate (0.96 g), then with methyl iodide (3 mL), and stirred at room temperature for 10 h. The solvent was removed by distillation under reduced pressure. The residue was suspended in water (40 mL) and the pH was adjusted to pH 2 with formic acid. The precipitate of the title compound was collected by filtration, washed with water ... The reactants are C1(=CC=CC=C1)C(N1CC(C1)(C)N1CCOCC1)C1=CC=CC=C1 (4-[1-(diphenylmethyl)-3-methyl-3-azetidinyl]morpholine), Cl (HCl). Reagents/catalysts: [OH-].[OH-].[Pd+2] (Pd(OH)2). Solvent: C(C)O (ethanol). The product is Cl.Cl.CC1(CNC1)N1CCOCC1 (4-(3-methyl-3-azetidinyl)morpholine dihydrochloride). The yield is 74.9%. Reaction SMILES: C1(C(C2C=CC=CC=2)[N:8]2[CH2:11][C:10]([N:13]3[CH2:18][CH2:17][O:16][CH2:15][CH2:14]3)([CH3:12])[CH2:9]2)C=CC=CC=1.[ClH:25]>C(O)C.[OH-].[OH-].[Pd+2]>[ClH:25].[ClH:25].[CH3:12][C:10]1([N:13]2[CH2:18][CH2:17][O:16][CH2:15][CH2:14]2)[CH2:9][NH:8][CH2:11]1 |f:3.4.5,6.7.8|. Procedure: A mixture of 4-[1-(diphenylmethyl)-3-methyl-3-azetidinyl]morpholine (1.05 g, 3.26 mmol), 10% Pd(OH)2 (0.12 g) in ethanol (30 ml) and 1N HCl (7 ml) was treated with H2 at 60 psi overnight. The catalyst was removed by filtration, and the solvent was evaporated under vacuum. The residue was washed with benzene (3×5 ml) and dried under high vacuum to provide 4-(3-methyl-3-azetidinyl)morpholine dihydrochloride (0.52 g, 74.9%). LCMS: (M+H)+ 156.9.